Dataset: the Open Reaction Database (ORD), a public repository of structured organic reaction records. Task: describe an organic reaction: reactants, conditions, products, and yield Starting materials: N[C@H](C(=O)O)CC1=CC=NC=C1 ((2S)-2-amino-3-(pyridin-4-yl)propanoic acid), Cl (HCl). Reagents/catalysts: O=[Pt]=O (PtO2). Solvent: C(C)O (ethanol). Product: N[C@H](C(=O)O)CC1CCNCC1 ((2S)-2-amino-3-(piperidin-4-yl)propanoic acid), hydrochloride salt. As a reaction SMILES: [NH2:1][C@@H:2]([CH2:6][C:7]1[CH:12]=[CH:11][N:10]=[CH:9][CH:8]=1)[C:3]([OH:5])=[O:4].Cl>C(O)C.O=[Pt]=O>[NH2:1][C@@H:2]([CH2:6][CH:7]1[CH2:8][CH2:9][NH:10][CH2:11][CH2:12]1)[C:3]([OH:5])=[O:4]. Procedure: To a solution of (2S)-2-amino-3-(pyridin-4-yl)propanoic acid LXXIII (660 mg, 4.0 mmol) in ethanol (120 mL) was added 1 N HCl (10 mL) and PtO2 (150 mg). The mixture was vigorously shaken 70 psi H2 in a Parr apparatus for 48 h. The mixture was filtered through Celite and the filtrate was concentrated to dryness giving crude (2S)-2-amino-3-(piperidin-4-yl)propanoic acid LXXIV as the hydrochloride salt (988 mg). ESIMS found for C8H16NO2 m/z 172.0 (M+). Starting materials: ClC=1C=C(C=C(C1)Cl)SC1=C(N=C(N1COCCO)C)C(C)C (5-(3,5-Dichlorophenylthio)-4-isopropyl-1-[2-hydroxyethoxymethyl]-2-methyl-1H-imidazole), enol ether, COC1=CCCCCCC1 (1-methoxycyclooctene). Yields the product C1(=CCCCCCC1)OCCOCN1C(=NC(=C1SC1=CC(=CC(=C1)Cl)Cl)C(C)C)C (1-[2-(Cycloocten-1-yloxy)ethoxymethyl]-5-(3, 5-dichlorophenylthio)-4-isopropyl-2-methyl-1H-imidazole). Isolated yield 69.8%. Reaction SMILES: [Cl:1][C:2]1[CH:3]=[C:4]([S:9][C:10]2[N:14]([CH2:15][O:16][CH2:17][CH2:18][OH:19])[C:13]([CH3:20])=[N:12][C:11]=2[CH:21]([CH3:23])[CH3:22])[CH:5]=[C:6]([Cl:8])[CH:7]=1.CO[C:26]1[CH2:33][CH2:32][CH2:31][CH2:30][CH2:29][CH2:28][CH:27]=1>>[C:26]1([O:19][CH2:18][CH2:17][O:16][CH2:15][N:14]2[C:10]([S:9][C:4]3[CH:5]=[C:6]([Cl:8])[CH:7]=[C:2]([Cl:1])[CH:3]=3)=[C:11]([CH:21]([CH3:23])[CH3:22])[N:12]=[C:13]2[CH3:20])[CH2:33][CH2:32][CH2:31][CH2:30][CH2:29][CH2:28][CH:27]=1. Procedure details: The compound 8 (450 mg, 1.2 mmol) was converted to the enol ether with 1-methoxycyclooctene (1.51 g, 12 mmol) in the same manner as the example 10 to give the compound 11 (405 mg, 70%) as oil. Rf 0.50 (Al2O3 60, Type E, 10:1 toluene -EtOAc). Reactants: Cl.NOC(C(=O)O)C (2-aminooxypropionic acid hydrochloride), C1=CC=C2C=CN=C3C2=C1N1C=CC=C1C3=O (7H-indolizino[5,6,7-ij]isoquinolin- 7-one). Solvent: O (water), C(C)O (ethanol), N1=CC=CC=C1 (pyridine). Product: C(=O)(O)C(C)ON=C1C2=CC=CN2C=2C=CC=C3C=CN=C1C23 (7-(1-carboxyethoxyimino)-7H-indolizino[5,6,7-ij]isoquinoline). Yield: 76.4%. As a reaction SMILES: Cl.[NH2:2][O:3][CH:4]([CH3:8])[C:5]([OH:7])=[O:6].[CH:9]1[C:18]2[N:19]3[C:23]([C:24](=O)[C:16]4[C:17]=2[C:12]([CH:13]=[CH:14][N:15]=4)=[CH:11][CH:10]=1)=[CH:22][CH:21]=[CH:20]3>O.C(O)C.N1C=CC=CC=1>[C:5]([CH:4]([O:3][N:2]=[C:24]1[C:16]2[C:17]3[C:12]([CH:13]=[CH:14][N:15]=2)=[CH:11][CH:10]=[CH:9][C:18]=3[N:19]2[C:23]1=[CH:22][CH:21]=[CH:20]2)[CH3:8])([OH:7])=[O:6] |f:0.1|. Reported procedure: A solution of 2-aminooxypropionic acid hydrochloride (15.0 g.) in water (37.5 cc.) is added to a stirred boiling solution of 7H-indolizino[5,6,7-ij]isoquinolin- 7-one (15.0 g.) in ethanol (375 cc.) and pyridine (8.14 g.). Boiling is maintained for 2 hours 30 minutes. After cooling, the orange crystals are filtered off, washed with 90% ethanol, then with absolute ethanol and finally with diethyl ether. After drying, 7-(1-carboxyethoxyimino)-7H-indolizino[5,6,7-ij]isoquinoline (16.0 g.), melting a...